Dataset: the Open Reaction Database (ORD), a public repository of structured organic reaction records. Task: describe an organic reaction: reactants, conditions, products, and yield Reactants: N1N=NN=C1C1=CC=C(C=C1)N1CCC(CC1)=O (1-[4-(1H-Tetrazol-5-yl)-phenyl]-piperidine-4-one), NC[C@H](O)C=1C=CC(=C(C1)NS(=O)(=O)C)O (N-[5-((1R)-2-amino-1-hydroxy- ethyl)-2-hydroxy-phenyl]-methanesulfonamide). The product is OC1=C(C=C(C=C1)C(CNC1CCN(CC1)C1=CC=C(C=C1)C1=NN=NN1)O)NS(=O)(=O)C (N-[2-Hydroxy-5-(1-hydroxy-2-{1-[4-(1H-tetrazol-5-yl)-phenyl]-piperidine-4-ylamino}-ethyl)-phenyl]-methanesulfonamide). RXN SMILES: [NH:1]1[C:5]([C:6]2[CH:11]=[CH:10][C:9]([N:12]3[CH2:17][CH2:16][C:15](=O)[CH2:14][CH2:13]3)=[CH:8][CH:7]=2)=[N:4][N:3]=[N:2]1.[NH2:19][CH2:20][C@@H:21]([C:23]1[CH:24]=[CH:25][C:26]([OH:34])=[C:27]([NH:29][S:30]([CH3:33])(=[O:32])=[O:31])[CH:28]=1)[OH:22]>>[OH:34][C:26]1[CH:25]=[CH:24][C:23]([CH:21]([OH:22])[CH2:20][NH:19][CH:15]2[CH2:16][CH2:17][N:12]([C:9]3[CH:10]=[CH:11][C:6]([C:5]4[NH:4][N:3]=[N:2][N:1]=4)=[CH:7][CH:8]=3)[CH2:13][CH2:14]2)=[CH:28][C:27]=1[NH:29][S:30]([CH3:33])(=[O:32])=[O:31]. Procedure details: The title compound was prepared from 1-[4-(1H-tetrazol-5-yl)-phenyl]-piperidine-4-one (which was obtained in Example 47) and N-[5-((1R)-2-amino-1-hydroxy- ethyl)-2-hydroxy-phenyl]-methanesulfonamide (which was obtained in Example 10) according to the procedure of Example 73 as a white solid; mp >175° C. (decomposed); 1H NMR (300 MHz, DMSO-d6) δ 1.40-1.65 (m, 2H), 1.90-2.10 (m, 2H), 2.70-3.10 (m, 5H), 2.95 (s, 3H), 3.70-3.85 (m, 2H), 4.69 (dd, J=9.3, 3.0 Hz, 1H), 6.89 (d, J=8.3 Hz, 1H), 6.97 (d, ... The reactants are FC(OC1=C(N)C=CC=C1)(F)F (2-trifluoromethoxyaniline), BrCCO (2-bromoethanol). The solvent is C(Cl)Cl (CH2Cl2). Run at temperature 115 celsius. Yields the product OCCNC1=C(C=CC=C1)OC(F)(F)F (N-(2-hydroxyethyl)-2-trifluoromethoxyaniline). The yield is 46.5%. Reaction SMILES: [F:1][C:2]([F:12])([F:11])[O:3][C:4]1[CH:10]=[CH:9][CH:8]=[CH:7][C:5]=1[NH2:6].Br[CH2:14][CH2:15][OH:16]>C(Cl)Cl>[OH:16][CH2:15][CH2:14][NH:6][C:5]1[CH:7]=[CH:8][CH:9]=[CH:10][C:4]=1[O:3][C:2]([F:11])([F:12])[F:1]. Procedure details: A stirred mixture of 5.64 g of 97% 2-trifluoromethoxyaniline and 3.4 mL of 97% 2-bromoethanol was heated at 115° C. for 8 h. After cooling to r.t., 50 ml, of CH2Cl2 was added and the solution was washed with 20% aq. sodium carbonate and H2O (3×20 mL), dried (anhydrous Na2SO4) and evaporated to dryness in vacuo. The residue was purified by flash chromatography (CHCl3-2 N methanolic NH3 100:0.5) affording 3.18 g (46.5%) of the title compound as a yellow oil. Starting materials: BrC1=C(C=CC=C1C)C (2-bromo-1,3-dimethylbenzene), C(=O)C=1C=CC(=C(C1)B(O)O)OC ((5-formyl-2-methoxyphenyl)boronic acid), C(C)O (ethanol), C([O-])([O-])=O.[Na+].[Na+] (sodium carbonate). The reagents and catalysts are C=1C=CC(=CC1)[P](C=2C=CC=CC2)(C=3C=CC=CC3)[Pd]([P](C=4C=CC=CC4)(C=5C=CC=CC5)C=6C=CC=CC6)([P](C=7C=CC=CC7)(C=8C=CC=CC8)C=9C=CC=CC9)[P](C=1C=CC=CC1)(C=1C=CC=CC1)C=1C=CC=CC1 (tetrakis(triphenylphosphine)palladium). Run in C(OC)COC (dimethoxyethane). Conditions: temperature 80 celsius, time 25 hour. The product is COC1=CC=C(C=C1C1=C(C=CC=C1C)C)C=O (6-methoxy-2′,6′-dimethylbiphenyl-3-carbaldehyde). Reaction SMILES: Br[C:2]1[C:7]([CH3:8])=[CH:6][CH:5]=[CH:4][C:3]=1[CH3:9].[CH:10]([C:12]1[CH:13]=[CH:14][C:15]([O:21][CH3:22])=[C:16](B(O)O)[CH:17]=1)=[O:11].C(=O)([O-])[O-].[Na+].[Na+].C(O)C>C1C=CC([P]([Pd]([P](C2C=CC=CC=2)(C2C=CC=CC=2)C2C=CC=CC=2)([P](C2C=CC=CC=2)(C2C=CC=CC=2)C2C=CC=CC=2)[P](C2C=CC=CC=2)(C2C=CC=CC=2)C2C=CC=CC=2)(C2C=CC=CC=2)C2C=CC=CC=2)=CC=1.C(COC)OC>[CH3:22][O:21][C:15]1[C:16]([C:2]2[C:7]([CH3:8])=[CH:6][CH:5]=[CH:4][C:3]=2[CH3:9])=[CH:17][C:12]([CH:10]=[O:11])=[CH:13][CH:14]=1 |f:2.3.4,^1:35,37,56,75|. Reported procedure: In an atmosphere of nitrogen, tetrakis(triphenylphosphine)palladium was added to a mixture of 2-bromo-1,3-dimethylbenzene, (5-formyl-2-methoxyphenyl)boronic acid, a 1 M sodium carbonate aqueous solution, ethanol and dimethoxyethane, followed by stirring at 80° C. for 25 hours to obtain 6-methoxy-2′,6′-dimethylbiphenyl-3-carbaldehyde. Starting materials: C(C)N1N=CC=C1NC=1C(C(=O)O)=CC(=CC1)SC (N-(1-ethylpyrazol-5-yl)-5-(methylthio) anthranilic acid), O=P(Cl)(Cl)Cl (POCl3). The solvent is O (water). The product is C(C)N1N=CC=2C1=NC1=CC=C(C=C1C2Cl)SC (1-ethyl-4-chloro-6-(methylthio)-1H-pyrazolo[3,4-b]quinoline). As a reaction SMILES: [CH2:1]([N:3]1[C:7]([NH:8][C:9]2[C:10](=[CH:14][C:15]([S:18][CH3:19])=[CH:16][CH:17]=2)[C:11](O)=O)=[CH:6][CH:5]=[N:4]1)[CH3:2].O=P(Cl)(Cl)[Cl:22]>O>[CH2:1]([N:3]1[C:7]2=[N:8][C:9]3[C:10]([C:11]([Cl:22])=[C:6]2[CH:5]=[N:4]1)=[CH:14][C:15]([S:18][CH3:19])=[CH:16][CH:17]=3)[CH3:2]. Procedure: A mixture of N-(1-ethylpyrazol-5-yl)-5-(methylthio) anthranilic acid (4.5 g) and POCl3 (20 mL) was refluxed overnight. The reaction mixture was poured into water, then ice was added. The mixture was extracted with CH2Cl2 and then the CH2Cl2 layer was evaporated. The residue was purified by column chromatography on silica gel eluting with 50% ethyl acetate/hexane to afford 2.4 g of 1-ethyl-4-chloro-6-(methylthio)-1H-pyrazolo[3,4-b]quinoline, m.p. 120°-121° C. Starting materials: BrC=1C=CC2=C(C(=C(O2)C(=O)O)C)C1OC (5-bromo-4-methoxy-3-methyl-benzofuran-2-carboxylic acid), B.C1CCOC1 (BH3.THF). The solvent is C1CCOC1 (THF). Product: BrC=1C=CC2=C(C(=C(O2)CO)C)C1OC ((5-bromo-4-methoxy-3-methyl-benzofuran-2-yl)-methanol). Isolated yield 81.1%. Reaction SMILES: [Br:1][C:2]1[CH:3]=[CH:4][C:5]2[O:9][C:8]([C:10](O)=[O:11])=[C:7]([CH3:13])[C:6]=2[C:14]=1[O:15][CH3:16].B.C1COCC1>C1COCC1>[Br:1][C:2]1[CH:3]=[CH:4][C:5]2[O:9][C:8]([CH2:10][OH:11])=[C:7]([CH3:13])[C:6]=2[C:14]=1[O:15][CH3:16] |f:1.2|. Reported procedure: A solution of 5-bromo-4-methoxy-3-methyl-benzofuran-2-carboxylic acid (286 mg, 1.0 mmol, 1 eq, Example 119, Step 3)) in 5 mL of THF under a nitrogen atmosphere was placed in a water bath. To this solution, 1.4 mL of BH3.THF (1.0 M in THF, 1.4 mmol, 1.4 eq) was added dropwise. After 24 h the reaction mixture was quenched with water, and extracted with ethyl acetate. The organic layer was washed with water, saturated sodium carbonate and brine. The organic layer was dried over magnesium sulfate, f... Reactants: [BH4-], COC(=O)c1cccc(C2CCN(C(=O)OC(C)(C)C)CC2OCc2cc(OCc3ccccc3)c3ccccc3c2)c1, [Li+]. The product is CC(C)(C)OC(=O)N1CCC(c2cccc(CO)c2)C(OCc2cc(OCc3ccccc3)c3ccccc3c2)C1. RXN SMILES: [BH4-:44].[CH2:1]([c:2]1[cH:3][cH:4][cH:5][cH:6][cH:7]1)[O:8][c:9]1[cH:10][c:11]([CH2:19][O:20][CH:21]2[CH2:22][N:23]([C:37](=[O:38])[O:39][C:40]([CH3:41])([CH3:42])[CH3:43])[CH2:24][CH2:25][CH:26]2[c:27]2[cH:28][c:29]([C:33](=[O:34])[O:35][CH3:36])[cH:30][cH:31][cH:32]2)[cH:12][c:13]2[cH:14][cH:15][cH:16][cH:17][c:18]12.[Li+:45]>>[CH2:1]([c:2]1[cH:3][cH:4][cH:5][cH:6][cH:7]1)[O:8][c:9]1[cH:10][c:11]([CH2:19][O:20][CH:21]2[CH2:22][N:23]([C:37](=[O:38])[O:39][C:40]([CH3:41])([CH3:42])[CH3:43])[CH2:24][CH2:25][CH:26]2[c:27]2[cH:28][c:29]([CH2:33][OH:34])[cH:30][cH:31][cH:32]2)[cH:12][c:13]2[cH:14][cH:15][cH:16][cH:17][c:18]12. Reactants: ClC(=O)OCC1=CC=CC=C1 (Benzyl chloroformate), N1C(CCC1)C(=O)O (Pyrrolidine-2-carboxylic acid), Cl (HCl). Run in [OH-].[Na+] (NaOH). Reaction conditions: temperature 0 celsius, time 30 minute. Yields the product C(C1=CC=CC=C1)OC(=O)N1C(CCC1)C(=O)O (Pyrrolidine-1,2-dicarboxylic acid 1-benzyl ester). Isolated yield 93.1%. Reaction SMILES: Cl[C:2]([O:4][CH2:5][C:6]1[CH:11]=[CH:10][CH:9]=[CH:8][CH:7]=1)=[O:3].[NH:12]1[CH2:16][CH2:15][CH2:14][CH:13]1[C:17]([OH:19])=[O:18].Cl>[OH-].[Na+]>[CH2:5]([O:4][C:2]([N:12]1[CH2:16][CH2:15][CH2:14][CH:13]1[C:17]([OH:19])=[O:18])=[O:3])[C:6]1[CH:11]=[CH:10][CH:9]=[CH:8][CH:7]=1 |f:3.4|. Procedure details: Benzyl chloroformate (29.7 g, 174 mmol) was added dropwise to a 0° C. solution of Pyrrolidine-2-carboxylic acid (20.0 g, 174 mmol) dissolved in 1N NaOH (350 mL). The solution was stirred at 0° C. for 30 mins. The solution was allowed to equilibrate to room temperature while stirring overnight. The solution was acidified to pH=3 by addition of 1M HCl. The resulting solution was extracted with ethyl acetate (3×300 mL). The organic layers were combined, dried over MgSO4 and concentrated under vacuo... Starting materials: BrC=1C=CC=2N3C4=C(C=C(C=C4C2C1)O)C(C(=C3)CC=3C=NC=CC3)=O (10-bromo-2-hydroxy-5-(3-pyridylmethyl)-4H-pyrido[3,2,1-jk]carbazole-4-one), C(C1=CC=CC=C1)Br (Benzylbromide), CN(C=O)C (dimethylformamide), [H-].[Na+] (sodium hydride). Solvent: CO (methanol), O1CCCC1 (tetrahydrofuran). Run at time 12 hour. Product: C(C1=CC=CC=C1)OC=1C=C2C=3C=C(C=CC3N3C2=C(C1)C(C(=C3)CC=3C=NC=CC3)=O)Br (2-benzyloxy-10-bromo-5-(3-pyridylmethyl)-4H-pyrido[3,2,1-jk]carbazole-4-on). The yield is 146.7%. As a reaction SMILES: [Br:1][C:2]1[CH:3]=[CH:4][C:5]2[N:6]3[CH:18]=[C:17]([CH2:19][C:20]4[CH:21]=[N:22][CH:23]=[CH:24][CH:25]=4)[C:16](=[O:26])[C:8]4[CH:9]=[C:10]([OH:15])[CH:11]=[C:12]([C:13]=2[CH:14]=1)[C:7]3=4.CN(C)C=O.[H-].[Na+].[CH2:34](Br)[C:35]1[CH:40]=[CH:39][CH:38]=[CH:37][CH:36]=1>CO.O1CCCC1>[CH2:34]([O:15][C:10]1[CH:11]=[C:12]2[C:7]3=[C:8]([C:16](=[O:26])[C:17]([CH2:19][C:20]4[CH:21]=[N:22][CH:23]=[CH:24][CH:25]=4)=[CH:18][N:6]3[C:5]3[CH:4]=[CH:3][C:2]([Br:1])=[CH:14][C:13]2=3)[CH:9]=1)[C:35]1[CH:40]=[CH:39][CH:38]=[CH:37][CH:36]=1 |f:2.3|. Reported procedure: 10-bromo-2-hydroxy-5-(3-pyridylmethyl)-4H-pyrido[3,2,1-jk]carbazole-4-one (2.0 g) obtained in Example 2 was suspended in a mixed solvent of anhydrous dimethylformamide (64 ml) and anhydrous tetrahydrofuran (120 ml), and sodium hydride(60%, 260 mg) was added to the suspension in an ice bath. Benzylbromide (400 mg) was added dropwise and the mixture was stirred at room temperature for 12 hours. A small amount of methanol was added to the reaction mixture, and the mixture was extracted with ethyl a... Reactants: BrCC(=O)CBr.C(C1=CC=CC=C1)(=O)N[C@@H](C(C)C)C(=O)N[C@@H](C)C(=O)N[C@@H](CCCC)C(=O)O (N-benzoyl-L-valyl-L-alanyl-L-norleucine bromomethyl ketone), CC1=C(C(=O)O)C(=CC=C1)C (2,6-dimethylbenzoic acid). Product: CC(=O)OC(C1=C(C=CC=C1C)C)=O.C(C1=CC=CC=C1)(=O)N[C@@H](C(C)C)C(=O)N[C@@H](C)C(=O)N[C@@H](CCCC)C(=O)O (N-Benzoyl-L-valyl-L-alanyl-L-norleucine 2,6-dimethyl benzoyloxy methyl ketone). RXN SMILES: Br[CH2:2][C:3](CBr)=[O:4].[C:7]([NH:15][C@H:16]([C:20]([NH:22][C@H:23]([C:25]([NH:27][C@H:28]([C:33]([OH:35])=[O:34])[CH2:29][CH2:30][CH2:31][CH3:32])=[O:26])[CH3:24])=[O:21])[CH:17]([CH3:19])[CH3:18])(=[O:14])[C:8]1[CH:13]=[CH:12][CH:11]=[CH:10][CH:9]=1.[CH3:36][C:37]1[CH:45]=[CH:44][CH:43]=[C:42]([CH3:46])[C:38]=1[C:39]([OH:41])=[O:40]>>[CH3:2][C:3]([O:40][C:39](=[O:41])[C:38]1[C:42]([CH3:46])=[CH:43][CH:44]=[CH:45][C:37]=1[CH3:36])=[O:4].[C:7]([NH:15][C@H:16]([C:20]([NH:22][C@H:23]([C:25]([NH:27][C@H:28]([C:33]([OH:35])=[O:34])[CH2:29][CH2:30][CH2:31][CH3:32])=[O:26])[CH3:24])=[O:21])[CH:17]([CH3:18])[CH3:19])(=[O:14])[C:8]1[CH:9]=[CH:10][CH:11]=[CH:12][CH:13]=1 |f:0.1,3.4|. Procedure: (Electrospray MS m/z 552 [MH+ ]) from of N-benzoyl-L-valyl-L-alanyl-L-norleucine bromomethyl ketone and 2,6-dimethylbenzoic acid. Reactants: BrC=1C=C2C(=NC1)N(C=C2I)S(=O)(=O)C2=CC=C(C)C=C2 (5-bromo-3-iodo-1-tosyl-1H-pyrrolo[2,3-b]pyridine), CC1(OB(OC1(C)C)C=1C=CC(=NC1)N)C (5-(4,4,5,5-tetramethyl-1,3,2-dioxaborolan-2-yl)pyridin-2-amine), COC=1C=C(C=C(C1OC)OC)B(O)O (3,4,5-trimethoxyphenylboronic acid), N1C=CC2=CC(=CC=C12)B(O)O (1H-indol-5-ylboronic acid), BrC=1C=C2C(=NC1)N(C=C2C=2C=C1C=CNC1=CC2)S(=O)(=O)C2=CC=C(C)C=C2 (5-bromo-3-(1H-indol-5-yl)-1-tosyl-1H-pyrrolo[2,3-b]pyridine). The product is NC1=CC=C(C=N1)C=1C=C2C(=NC1)NC=C2C2=CC=C(C(=O)N)C=C2 (4-(5-(6-aminopyridin-3-yl)-1H-pyrrolo[2,3-b]pyridin-3-yl)benzamide). Reaction SMILES: [NH:1]1[C:9]2C(=CC(B(O)O)=CC=2)C=C1.Br[C:14]1[CH:15]=[C:16]2C(I)=C[N:20](S(C3C=CC(C)=CC=3)(=O)=O)[C:17]2=[N:18][CH:19]=1.CC1(C)C(C)(C)OB(C2C=CC(N)=NC=2)[O:36]1.COC1C=C(B(O)O)C=C(OC)C=1OC.Br[C:66]1[CH:67]=[C:68]2[C:74]([C:75]3[CH:76]=[C:77]4[C:81](=[CH:82][CH:83]=3)NC=C4)=[CH:73][N:72](S(C3C=CC(C)=CC=3)(=O)=O)[C:69]2=[N:70][CH:71]=1>>[NH2:20][C:17]1[N:18]=[CH:19][C:14]([C:66]2[CH:67]=[C:68]3[C:74]([C:75]4[CH:83]=[CH:82][C:81]([C:9]([NH2:1])=[O:36])=[CH:77][CH:76]=4)=[CH:73][NH:72][C:69]3=[N:70][CH:71]=2)=[CH:15][CH:16]=1. Procedure details: Compound AE was prepared by a method analogous to that described in Example 1 by substituting 4-carbamoylphenylboronic acid for 1H-indol-5-ylboronic acid in the reaction with Intermediate A and 5-(4,4,5,5-tetramethyl-1,3,2-dioxaborolan-2-yl)pyridin-2-amine for 3,4,5-trimethoxyphenylboronic acid in the reaction with Intermediate B. HPLC retention time: 1.13 minutes. MS ESI (m/z): 330.4 (M+H)+, calc. 329.